From a dataset of the Open Reaction Database (ORD), a public repository of structured organic reaction records. describe an organic reaction: reactants, conditions, products, and yield The reactants are Cl, Cl, C1CCOC1, O=[N+]([O-])c1ccccc1N1CCN(CC(O)COc2cccc3c2CCCC3)CC1, Nc1ccccc1N1CCN(CC(O)COc2cccc3c2CCCC3)CC1. The product is Nc1ccccc1N1CCN(CC(O)COc2cccc3c2CCCC3)CC1. RXN SMILES: [ClH:31].[ClH:32].[O:61]1[CH2:62][CH2:63][CH2:64][CH2:65]1.[c:1]1([O:11][CH2:12][CH:13]([CH2:14][N:15]2[CH2:16][CH2:17][N:18]([c:21]3[c:22]([N+:27]([O-:28])=[O:29])[cH:23][cH:24][cH:25][cH:26]3)[CH2:19][CH2:20]2)[OH:30])[cH:2][cH:3][cH:4][c:5]2[c:10]1[CH2:9][CH2:8][CH2:7][CH2:6]2.[c:33]1([O:34][CH2:35][CH:36]([OH:37])[CH2:38][N:39]2[CH2:40][CH2:41][N:42]([c:43]3[cH:44][cH:45][cH:46][cH:47][c:48]3[NH2:49])[CH2:50][CH2:51]2)[c:52]2[c:57]([cH:58][cH:59][cH:60]1)[CH2:56][CH2:55][CH2:54][CH2:53]2>>[c:1]1([O:11][CH2:12][CH:13]([CH2:14][N:15]2[CH2:16][CH2:17][N:18]([c:21]3[c:22]([NH2:27])[cH:23][cH:24][cH:25][cH:26]3)[CH2:19][CH2:20]2)[OH:30])[cH:2][cH:3][cH:4][c:5]2[c:10]1[CH2:9][CH2:8][CH2:7][CH2:6]2. Reactants: C(C)(=O)OC1=CC[C@H](C1)[C@@]1(O[C@H](OC1=O)C(C)(C)C)C1=CC=CC=C1 ((4R)-4-((2R,4R)-2-(t-butyl)-5-oxo-4-phenyl-1,3-dioxolan-4-y)-1-cyclopentenyl acetate), C[N+]1(CCOCC1)[O-] (N-methyl morpholine-oxide), S(=O)([O-])[O-].[Na+].[Na+] (Sodium sulfite). Reagents/catalysts: [Os](=O)(=O)(=O)=O (osmium tetraoxide). Solvent: C(C)#N (acetonitrile), O (water), C(C)(=O)OCC (ethyl acetate). Reaction conditions: time 3 hour. The product is C(C)(C)(C)[C@@H]1O[C@@](C(O1)=O)(C1=CC=CC=C1)[C@@H]1C[C@H](C(C1)=O)O ((2R,5R)-2-(t-butyl)-5-((1R,3R)-3-hydroxy-4-oxocyclopentyl)-5-phenyl-1,3-dioxolan-4-one). Yield: 20.5%. Reaction SMILES: C([O:4][C:5]1[CH2:9][C@H:8]([C@@:10]2([C:20]3[CH:25]=[CH:24][CH:23]=[CH:22][CH:21]=3)[C:14](=[O:15])[O:13][C@H:12]([C:16]([CH3:19])([CH3:18])[CH3:17])[O:11]2)[CH2:7][CH:6]=1)(=O)C.C[N+]1([O-])CC[O:30]CC1.S([O-])([O-])=O.[Na+].[Na+]>C(#N)C.O.C(OCC)(=O)C.[Os](=O)(=O)(=O)=O>[C:16]([C@H:12]1[O:13][C:14](=[O:15])[C@@:10]([C@H:8]2[CH2:7][C:6](=[O:30])[C@H:5]([OH:4])[CH2:9]2)([C:20]2[CH:21]=[CH:22][CH:23]=[CH:24][CH:25]=2)[O:11]1)([CH3:17])([CH3:18])[CH3:19] |f:2.3.4|. Reported procedure: To a solution of 169 mg of (4R)-4-((2R,4R)-2-(t-butyl)-5-oxo-4-phenyl-1,3-dioxolan-4-y)-1-cyclopentenyl acetate in 7.5 ml of acetonitrile and water (2:1), 80 mg of N-methyl morpholine-oxide and 0.2 ml of 2% aqueous osmium tetraoxide solution were successively added at 0° C. by the order stated, followed by 3 hours' stirring at the same temperature. Sodium sulfite was added to the reaction liquid and stirred for further 30 minutes. The reaction liquid was then diluted with ethyl acetate, washed s... Reactants: CC(C)(C)OC(=O)N1CCc2c(c(-c3ccc(I)cc3)nn2CC(O)CN2CCN(c3ccccc3C#N)CC2)C1, ClCCl, O=C(O)C(F)(F)F. Product: N#Cc1ccccc1N1CCN(CC(O)Cn2nc(-c3ccc(I)cc3)c3c2CCNC3)CC1. As a reaction SMILES: [C:8]([O:9][C:10](=[O:11])[N:15]1[CH2:16][c:17]2[c:18]([n:21]([CH2:31][CH:32]([CH2:33][N:34]3[CH2:35][CH2:36][N:37]([c:40]4[c:41]([C:46]#[N:47])[cH:42][cH:43][cH:44][cH:45]4)[CH2:38][CH2:39]3)[OH:48])[n:22][c:23]2-[c:24]2[cH:25][cH:26][c:27]([I:30])[cH:28][cH:29]2)[CH2:19][CH2:20]1)([CH3:12])([CH3:13])[CH3:14].[Cl:49][CH2:50][Cl:51].[OH:1][C:2]([C:3]([F:4])([F:5])[F:6])=[O:7]>>[NH:15]1[CH2:16][c:17]2[c:18]([n:21]([CH2:31][CH:32]([CH2:33][N:34]3[CH2:35][CH2:36][N:37]([c:40]4[c:41]([C:46]#[N:47])[cH:42][cH:43][cH:44][cH:45]4)[CH2:38][CH2:39]3)[OH:48])[n:22][c:23]2-[c:24]2[cH:25][cH:26][c:27]([I:30])[cH:28][cH:29]2)[CH2:19][CH2:20]1.